Dataset: the Open Reaction Database (ORD), a public repository of structured organic reaction records. Task: describe an organic reaction: reactants, conditions, products, and yield Reactants: C(C)C=1CC[C@H](N1)C(=O)OCC (Ethyl (2S)-5-ethyl-3,4-dihydro-2H-pyrrole-2-carboxylate). The reagents and catalysts are [Pd] (Pd/C). Run in C(C)O (ethanol). Product: C(C)[C@H]1CC[C@H](N1)C(=O)OCC (ethyl (5S)-5-ethyl-L-prolinate). RXN SMILES: [CH2:1]([C:3]1[CH2:4][CH2:5][C@@H:6]([C:8]([O:10][CH2:11][CH3:12])=[O:9])[N:7]=1)[CH3:2]>C(O)C.[Pd]>[CH2:1]([C@@H:3]1[NH:7][C@H:6]([C:8]([O:10][CH2:11][CH3:12])=[O:9])[CH2:5][CH2:4]1)[CH3:2]. Procedure details: Ethyl (2S)-5-ethyl-3,4-dihydro-2H-pyrrole-2-carboxylate dissolved in ethanol (32 mL) was stirred with 0.30 g of 10% Pd/C and under hydrogen (60 psi) for 16 hours. The catalyst was removed by filtration, and the filtrate was concentrated under reduced pressure to provide the titled compound. MS (CI) m/z 172 (M+H)+. The reactants are COCn1nc2c(-c3ccncc3)c(Br)ccn2c1=O, C1COCCO1, OB(O)c1ccc(Cl)cc1, [K+], [K+], O=C([O-])[O-], O, c1ccc(P(c2ccccc2)(c2ccccc2)[Pd](P(c2ccccc2)(c2ccccc2)c2ccccc2)(P(c2ccccc2)(c2ccccc2)c2ccccc2)P(c2ccccc2)(c2ccccc2)c2ccccc2)cc1. Product: COCn1nc2c(-c3ccncc3)c(-c3ccc(Cl)cc3)ccn2c1=O. As a reaction SMILES: [Br:1][c:2]1[c:3](-[c:15]2[cH:16][cH:17][n:18][cH:19][cH:20]2)[c:4]2[n:5]([cH:6][cH:7]1)[c:8](=[O:14])[n:9]([CH2:11][O:12][CH3:13])[n:10]2.[CH2:37]1[O:38][CH2:39][CH2:40][O:41][CH2:42]1.[Cl:21][c:22]1[cH:23][cH:24][c:25]([B:28]([OH:29])[OH:30])[cH:26][cH:27]1.[K+:31].[K+:32].[O-:33][C:34]([O-:35])=[O:36].[OH2:43].[cH:44]1[cH:45][cH:46][c:47]([P:48]([Pd:49]([P:50]([c:51]2[cH:52][cH:53][cH:54][cH:55][cH:56]2)([c:57]2[cH:58][cH:59][cH:60][cH:61][cH:62]2)[c:63]2[cH:64][cH:65][cH:66][cH:67][cH:68]2)([P:69]([c:70]2[cH:71][cH:72][cH:73][cH:74][cH:75]2)([c:76]2[cH:77][cH:78][cH:79][cH:80][cH:81]2)[c:82]2[cH:83][cH:84][cH:85][cH:86][cH:87]2)[P:88]([c:89]2[cH:90][cH:91][cH:92][cH:93][cH:94]2)([c:95]2[cH:96][cH:97][cH:98][cH:99][cH:100]2)[c:101]2[cH:102][cH:103][cH:104][cH:105][cH:106]2)([c:107]2[cH:108][cH:109][cH:110][cH:111][cH:112]2)[c:113]2[cH:114][cH:115][cH:116][cH:117][cH:118]2)[cH:119][cH:120]1>>[c:2]1(-[c:25]2[cH:24][cH:23][c:22]([Cl:21])[cH:27][cH:26]2)[c:3](-[c:15]2[cH:16][cH:17][n:18][cH:19][cH:20]2)[c:4]2[n:5]([cH:6][cH:7]1)[c:8](=[O:14])[n:9]([CH2:11][O:12][CH3:13])[n:10]2. The reactants are BrC1=CC2=C(N=C(S2)[C@@H]2C[C@H](C2)N2CCCCC2)C=C1 (6-bromo-2-[trans-3-(1-piperidinyl)cyclobutyl]benzothiazole), C(=O)([O-])[O-].[Cs+].[Cs+] (Cs2CO3), [Al] (aluminum), O[C@@H]1C(NCC1)=O ((S)-3-hydroxypyrrolidin-2-one), CC1(C2=C(C(=CC=C2)P(C3=CC=CC=C3)C4=CC=CC=C4)OC5=C(C=CC=C51)P(C6=CC=CC=C6)C7=CC=CC=C7)C (xantphos). The reagents and catalysts are C=1C=CC(=CC1)/C=C/C(=O)/C=C/C2=CC=CC=C2.C=1C=CC(=CC1)/C=C/C(=O)/C=C/C2=CC=CC=C2.C=1C=CC(=CC1)/C=C/C(=O)/C=C/C2=CC=CC=C2.[Pd].[Pd] (Pd2(dba)3). Run at temperature 150 celsius. Yields the product O[C@@H]1C(N(CC1)C1=CC2=C(N=C(S2)C2CC(C2)N2CCCCC2)C=C1)=O ((S)-3-Hydroxy-1-[2-(3-piperidin-1-yl-cyclobutyl)-benzothiazol-6-yl]-pyrrolidin-2-one). Isolated yield 40.4%. Reaction SMILES: Br[C:2]1[CH:20]=[CH:19][C:5]2[N:6]=[C:7]([C@H:9]3[CH2:12][C@H:11]([N:13]4[CH2:18][CH2:17][CH2:16][CH2:15][CH2:14]4)[CH2:10]3)[S:8][C:4]=2[CH:3]=1.[OH:21][C@H:22]1[CH2:26][CH2:25][NH:24][C:23]1=[O:27].CC1(C)C2C(=C(P(C3C=CC=CC=3)C3C=CC=CC=3)C=CC=2)OC2C(P(C3C=CC=CC=3)C3C=CC=CC=3)=CC=CC1=2.C([O-])([O-])=O.[Cs+].[Cs+].[Al]>C1C=CC(/C=C/C(/C=C/C2C=CC=CC=2)=O)=CC=1.C1C=CC(/C=C/C(/C=C/C2C=CC=CC=2)=O)=CC=1.C1C=CC(/C=C/C(/C=C/C2C=CC=CC=2)=O)=CC=1.[Pd].[Pd]>[OH:21][C@H:22]1[CH2:26][CH2:25][N:24]([C:2]2[CH:20]=[CH:19][C:5]3[N:6]=[C:7]([CH:9]4[CH2:12][CH:11]([N:13]5[CH2:18][CH2:17][CH2:16][CH2:15][CH2:14]5)[CH2:10]4)[S:8][C:4]=3[CH:3]=2)[C:23]1=[O:27] |f:3.4.5,7.8.9.10.11|. Procedure: To a microwave vial equipped with magnetic stir bar, 50 mg (0.14 mmol) of 6-bromo-2-[trans-3-(1-piperidinyl)cyclobutyl]benzothiazole (prepared as described in Cowart, et al. Benzothiazole cyclobutylamine derivatives, US Patent Publication No. 2007/0066588(A1)) was added, followed by (S)-3-hydroxypyrrolidin-2-one (50 mg, 0.50 mmol), Pd2(dba)3 (4.0 mg, 0.0044 mmol), xantphos (6.9 mg, 0.012 mmol) and Cs2CO3 (68 mg, 0.21 mmol). The reaction vial was sealed with an aluminum cap, and purged with N2, t... Starting materials: CC(=O)CC(C)=O, C=CCCC(=O)C(=[N+]=[N-])C(=O)OC, [Cu], c1ccccc1. Yields the product COC(=O)C12CC1CCC2=O. Reaction SMILES: [C:21]([CH2:22][C:23](=[O:24])[CH3:25])(=[O:26])[CH3:27].[CH3:1][O:2][C:3]([C:4]([C:5]([CH2:6][CH2:7][CH:8]=[CH2:9])=[O:10])=[N+:11]=[N-:12])=[O:13].[Cu:20].[cH:14]1[cH:15][cH:16][cH:17][cH:18][cH:19]1>>[CH3:1][O:2][C:3]([C:4]12[C:5](=[O:10])[CH2:6][CH2:7][CH:8]1[CH2:9]2)=[O:13]. The reactants are C(C)(=O)OC=CCSC (1-acetoxy-3-methylthiopropene), C(C)O (ethanol), stainless steel, [C]=O (carbon monoxide), C(C)(=O)OC(C(=O)OCC)CCSC (2-acetoxy-4-(methylthio)butanoic acid, ethyl ester). The reagents and catalysts are Cl[Pd]([P](C1=CC=CC=C1)(C2=CC=CC=C2)C3=CC=CC=C3)([P](C4=CC=CC=C4)(C5=CC=CC=C5)C6=CC=CC=C6)Cl (bis(triphenylphosphine)dichloropalladium). The solvent is C1(=CC=CC=C1)C (Toluene), O1CCCC1 (tetrahydrofuran). Run at temperature 100 celsius. Yields the product C(C)(=O)OC(C(=S)OC)CCSC (2-acetoxy-4-(methylthio)thiobutanoic acid, methyl ester). Yield: 10.8%. As a reaction SMILES: C(OC=CC[S:8]C)(=O)C.C(O)C.[C]=O.[C:15]([O:18][CH:19]([CH2:25][CH2:26][S:27][CH3:28])[C:20]([O:22][CH2:23]C)=O)(=[O:17])[CH3:16]>O1CCCC1.Cl[Pd](Cl)([P](C1C=CC=CC=1)(C1C=CC=CC=1)C1C=CC=CC=1)[P](C1C=CC=CC=1)(C1C=CC=CC=1)C1C=CC=CC=1.C1(C)C=CC=CC=1>[C:15]([O:18][CH:19]([CH2:25][CH2:26][S:27][CH3:28])[C:20]([O:22][CH3:23])=[S:8])(=[O:17])[CH3:16] |^3:12,^1:36,55|. Procedure: 0.5 mmoles 1-acetoxy-3-methylthiopropene, (Z: E ratio 43:57), and 2.5 mmoles ethanol were charged into a 71 cc stainless steel bomb equipped with a glass liner and a Teflon coated stir bar. Ten mole percent, based on 1-acetoxy-3-methylthiopropene, of a catalyst comprising bis(triphenylphosphine)dichloropalladium, (φ3P )2PdCl2, was added. Toluene was included as an internal standard. Five milliliters of tetrahydrofuran as a solvent were also included in the reaction system. The reaction mixture w... Reactants: O (water), C(CCC(=O)C)(=O)OCC (ethyl levulinate), C(CO)O (ethylene glycol), C1(=CC=C(C=C1)S(=O)(=O)O)C.[NH+]1=CC=CC=C1 (pyridinium para-toluenesulfonic acid). The solvent is C1(=CC=CC=C1)C (toluene). Yields the product CC1(OCCO1)CCC(=O)OCC (ethyl 3-(2-methyl-1,3-dioxolan-2-yl)propanoate). RXN SMILES: [C:1]([O:8][CH2:9][CH3:10])(=[O:7])[CH2:2][CH2:3][C:4]([CH3:6])=[O:5].[CH2:11](O)[CH2:12][OH:13].C1(C)C=CC(S(O)(=O)=O)=CC=1.[NH+]1C=CC=CC=1.O>C1(C)C=CC=CC=1>[CH3:6][C:4]1([CH2:3][CH2:2][C:1]([O:8][CH2:9][CH3:10])=[O:7])[O:13][CH2:12][CH2:11][O:5]1 |f:2.3|. Procedure: In a flask equipped by a Dean-Stark trap, a mixture of ethyl levulinate (28.83 g; 200 mmol), ethylene glycol (37.24 g; 600 mmol) and a catalytic amount of pyridinium para-toluenesulfonic acid in toluene (200 mL) was heated at reflux until the theoretical amount of water was distilled off. After cooling, the mixture was washed with a saturated solution of sodium hydrogenocarbonate. The basic layer was extracted with diethylether and the organics were combined, then washed with brine and water. Th... The reactants are C(C)(C)C=1C=CC(=NC1)S(=O)(=O)NC1=NC(=NC(=C1OC1=C(C=CC=C1)OC)OCC#CCO)C1=CC=NC=C1 (5-isopropyl-N-[6-(4-hydroxy-2-butynyloxy)-5-(o-methoxyphenoxy)-2-(4-pyridyl)-4-pyrimidinyl]-2-pyridine sulfonamide), N1=C(C=CC=C1)C(=O)N=[N+]=[N-] (2-picolinic acid azide), CN(C)C=O (DMF). The reagents and catalysts are CN(C)C=1C=CN=CC1 (DMAP). Run in C(Cl)(Cl)Cl (chloroform), C(C)(=O)OCC (ethyl acetate). Conditions: temperature 75 celsius, time 16 hour. The product is C(C)(C)C=1C=CC(=NC1)S(=O)(=O)NC1=C(C(=NC(=N1)C1=CC=NC=C1)OCC#CCOC(NC1=NC=CC=C1)=O)OC1=C(C=CC=C1)OC (2-pyridinyl-carbamic acid 4-[6-(5-isopropyl-pyridine-2-sulfonylamino)-5-(2-methoxy-phenoxy)-2-pyridin-4-yl-pyrimidin-4-yloxy]-but-2-ynyl ester). As a reaction SMILES: [N:1]1[CH:6]=[CH:5][CH:4]=[CH:3][C:2]=1C(N=[N+]=[N-])=O.[CH:12]([C:15]1[CH:16]=[CH:17][C:18]([S:21]([NH:24][C:25]2[C:30]([O:31][C:32]3[CH:37]=[CH:36][CH:35]=[CH:34][C:33]=3[O:38][CH3:39])=[C:29]([O:40][CH2:41][C:42]#[C:43][CH2:44][OH:45])[N:28]=[C:27]([C:46]3[CH:51]=[CH:50][N:49]=[CH:48][CH:47]=3)[N:26]=2)(=[O:23])=[O:22])=[N:19][CH:20]=1)([CH3:14])[CH3:13].C[N:53]([CH:55]=[O:56])C>CN(C1C=CN=CC=1)C.C(Cl)(Cl)Cl.C(OCC)(=O)C>[CH:12]([C:15]1[CH:16]=[CH:17][C:18]([S:21]([NH:24][C:25]2[N:26]=[C:27]([C:46]3[CH:47]=[CH:48][N:49]=[CH:50][CH:51]=3)[N:28]=[C:29]([O:40][CH2:41][C:42]#[C:43][CH2:44][O:45][C:55](=[O:56])[NH:53][C:2]3[CH:3]=[CH:4][CH:5]=[CH:6][N:1]=3)[C:30]=2[O:31][C:32]2[CH:37]=[CH:36][CH:35]=[CH:34][C:33]=2[O:38][CH3:39])(=[O:22])=[O:23])=[N:19][CH:20]=1)([CH3:14])[CH3:13]. Procedure details: A solution of 50 mg of 2-picolinic acid azide (prepared from 2-picolinic acid according to Chem. Pharm. Bull. 25 (1977) 1651-1657) and 10 mg of DMAP in 8 ml of chloroform was stirred for 1 h at 75° C. 50 mg of 5-isopropyl-N-[6-(4-hydroxy-2-butynyloxy)-5-(o-methoxyphenoxy)-2-(4-pyridyl)-4-pyrimidinyl]-2-pyridine sulfonamide (Example 1g) followed by 3 ml of DMF was added and the resulting clear solution was stirred for 16 h at 75° C. The mixture was diluted with 75 ml of ethyl acetate and washed w... The reactants are [H-] (hydride), solution, NC1=C(C=C(C=C1C)N1N=CN=C1)C#N (1-(4-amino-3-cyano-5-methylphenyl)-1,2,4-triazole), CO (methanol), O (water). Run in C1(=CC=CC=C1)C (toluene), C1CCOC1 (THF). Conditions: time 0.5 hour. The product is NC1=C(C=C(C=C1C)N1N=CN=C1)C=O (1-(4Amino-3-formyl-5-methylphenyl)-1,2,4-triazole). Reaction SMILES: [H-].[NH2:2][C:3]1[C:8]([CH3:9])=[CH:7][C:6]([N:10]2[CH:14]=[N:13][CH:12]=[N:11]2)=[CH:5][C:4]=1[C:15]#N.C[OH:18].O>C1(C)C=CC=CC=1.C1COCC1>[NH2:2][C:3]1[C:8]([CH3:9])=[CH:7][C:6]([N:10]2[CH:14]=[N:13][CH:12]=[N:11]2)=[CH:5][C:4]=1[CH:15]=[O:18]. Reported procedure: Diisobutylalumnium hydride (11.1 cm3 of a 1.5M solution in toluene) was added dropwise at 0° to a stirred suspension of 1-(4-amino-3-cyano-5-methylphenyl)-1,2,4-triazole (15 g) in THF (20 cm3). The solution was stirred at room temperature for 0.5 hours, heated under reflux for 2 hours, cooled, and treated with methanol (1 cm3) and water (100 cm3). Solid material was filtered off and washed with methanol (50 cm3) and the filtrate was evaporated in vacuo. The residue was taken into 2M hydrochloric...